From a dataset of the Open Reaction Database (ORD), a public repository of structured organic reaction records. describe an organic reaction: reactants, conditions, products, and yield The reactants are BrCCCCCCBr (1,6-dibromo-hexane), SCCC(=O)OC (methyl 3-mercapto-propionate), ICCCCCCCCCCCCSCCC(=O)OC (Methyl 16-iodo-4-thia-hexadecanoate). Solvent: CCCCCC.CCOCC (hexane ether). The product is BrCCCCCCSCCC(=O)OC (Methyl 10-bromo-4-thia-decanoate). Yield: 35.3%. As a reaction SMILES: Br[CH2:2][CH2:3][CH2:4][CH2:5][CH2:6][CH2:7][Br:8].[SH:9][CH2:10][CH2:11][C:12]([O:14][CH3:15])=[O:13].ICCCCCCCCCCCCSCCC(OC)=O>CCCCCC.CCOCC>[Br:8][CH2:7][CH2:6][CH2:5][CH2:4][CH2:3][CH2:2][S:9][CH2:10][CH2:11][C:12]([O:14][CH3:15])=[O:13] |f:3.4|. Procedure details: 1,6-dibromo-hexane (1.6 g. 13 mmol) and methyl 3-mercapto-propionate (13 mmol) were caused to react according to the procedure for compound 1. The product 5 (1.3 g, 35% yield) was isolated as an oil by column chromatography (hexane/ether 1:1). TL (hexanelether 1:1) Rf=0.6. 1H-NMR δ1.4 (m, 12H, CH2), 2.52 (t, 2H, C(2)H2), 2.61 (t, 2H, C(5)H2), 2.8 (t, 2H, C(3)H2), 3.40 (t, 2H, C(10)H2), 3.7 (s, 3H, COO—CH3). Starting materials: CCCCCCCCCCCCc1cc(CO)on1, CS(C)=O, O=C(Cl)C(=O)Cl, ClCCl. Product: CCCCCCCCCCCCc1cc(C=O)on1. Reaction SMILES: [CH2:11]([CH2:12][CH2:13][CH2:14][CH2:15][CH2:16][CH2:17][CH2:18][CH2:19][CH2:20][CH2:21][CH3:22])[c:23]1[n:24][o:25][c:26]([CH2:28][OH:29])[cH:27]1.[CH3:7][S:8]([CH3:9])=[O:10].[Cl:1][C:2]([C:3]([Cl:4])=[O:5])=[O:6].[Cl:30][CH2:31][Cl:32]>>[CH2:11]([CH2:12][CH2:13][CH2:14][CH2:15][CH2:16][CH2:17][CH2:18][CH2:19][CH2:20][CH2:21][CH3:22])[c:23]1[n:24][o:25][c:26]([CH:28]=[O:29])[cH:27]1. Reaction SMILES: [Cl:34][CH2:35][S:36](=[O:37])(=[O:38])[Cl:39].[Cl:46][CH2:47][Cl:48].[F:1][CH:2]([c:3]1[n:4][c:5]2[c:6]([n:7]1-[c:8]1[n:9][c:10]([N:20]3[CH2:21][CH:22]([NH2:26])[CH2:23][CH2:24][CH2:25]3)[n:11][c:12]([N:14]3[CH2:15][CH2:16][O:17][CH2:18][CH2:19]3)[n:13]1)[cH:27][cH:28][cH:29][c:30]2[O:31][CH3:32])[F:33].[K+:40].[K+:41].[O-:42][C:43]([O-:44])=[O:45]>>[F:1][CH:2]([c:3]1[n:4][c:5]2[c:6]([n:7]1-[c:8]1[n:9][c:10]([N:20]3[CH2:21][CH:22]([NH:26][S:36]([CH2:35][Cl:34])(=[O:37])=[O:38])[CH2:23][CH2:24][CH2:25]3)[n:11][c:12]([N:14]3[CH2:15][CH2:16][O:17][CH2:18][CH2:19]3)[n:13]1)[cH:27][cH:28][cH:29][c:30]2[O:31][CH3:32])[F:33]. Yields the product COc1cccc2c1nc(C(F)F)n2-c1nc(N2CCOCC2)nc(N2CCCC(NS(=O)(=O)CCl)C2)n1. The reactants are O=S(=O)(Cl)CCl, ClCCl, COc1cccc2c1nc(C(F)F)n2-c1nc(N2CCOCC2)nc(N2CCCC(N)C2)n1, [K+], [K+], O=C([O-])[O-]. Starting materials: ClC1=CC2=C(C3=C(CN=C2C2=C(C=CC=C2)Cl)C=NC(=N3)S)C=C1 (9-chloro-7-(2-chlorophenyl)-5H-pyrimido[5,4-d][2]benzazepin-2-thiol), S(=O)(=O)(OC)OC (dimethyl sulfate), [OH-].[Na+] (sodium hydroxide), C(C)O (ethanol). The solvent is O (water). Reaction conditions: time 15 minute. Product: ClC1=CC2=C(C3=C(CN=C2C2=C(C=CC=C2)Cl)C=NC(=N3)SC)C=C1 (9-chloro-7-(2-chlorophenyl)-2-(methylthio)-5H-pyrimido[5,4-d][2]benzazepine). RXN SMILES: [Cl:1][C:2]1[CH:24]=[CH:23][C:5]2[C:6]3[N:21]=[C:20]([SH:22])[N:19]=[CH:18][C:7]=3[CH2:8][N:9]=[C:10]([C:11]3[CH:16]=[CH:15][CH:14]=[CH:13][C:12]=3[Cl:17])[C:4]=2[CH:3]=1.S(OC)(O[CH3:29])(=O)=O.[OH-].[Na+].C(O)C>O>[Cl:1][C:2]1[CH:24]=[CH:23][C:5]2[C:6]3[N:21]=[C:20]([S:22][CH3:29])[N:19]=[CH:18][C:7]=3[CH2:8][N:9]=[C:10]([C:11]3[CH:16]=[CH:15][CH:14]=[CH:13][C:12]=3[Cl:17])[C:4]=2[CH:3]=1 |f:2.3|. Procedure details: A mixture of 1.1 g (3.0 mmole) of 9-chloro-7-(2-chlorophenyl)-5H-pyrimido[5,4-d][2]benzazepin-2-thiol, 1.0 ml (10 mmole) of dimethyl sulfate, 20 ml of 1N sodium hydroxide and 10 ml of ethanol was stirred at room temperature for 15 min. The mixture was diluted with water and extracted with methylene chloride. The methylene chloride solution was dried over anhydrous sodium sulfate and concentrated at reduced pressure to give an oil. Crystallization from ether gave colorless prisms, mp 187°-188° C. The reactants are C(C1=CC=CC=C1)OC1=C2C=CN(C2=CC=C1C=O)C (4-(benzyloxy)-1-methyl-1H-indole-5-carbaldehyde), C(CC)[Mg]Cl (n-PrMgCl). Solvent: C1CCOC1 (THF). Run at temperature 0 celsius, time 15 minute. The product is C(C1=CC=CC=C1)OC1=C2C=CN(C2=CC=C1C(CCC)O)C (1-(4-(benzyloxy)-1-methyl-1H-indol-5-yl)butan-1-ol). RXN SMILES: [CH2:1]([O:8][C:9]1[C:17]([CH:18]=[O:19])=[CH:16][CH:15]=[C:14]2[C:10]=1[CH:11]=[CH:12][N:13]2[CH3:20])[C:2]1[CH:7]=[CH:6][CH:5]=[CH:4][CH:3]=1.[CH2:21]([Mg]Cl)[CH2:22][CH3:23]>C1COCC1>[CH2:1]([O:8][C:9]1[C:17]([CH:18]([OH:19])[CH2:21][CH2:22][CH3:23])=[CH:16][CH:15]=[C:14]2[C:10]=1[CH:11]=[CH:12][N:13]2[CH3:20])[C:2]1[CH:3]=[CH:4][CH:5]=[CH:6][CH:7]=1. Reported procedure: To a solution of 4-(benzyloxy)-1-methyl-1H-indole-5-carbaldehyde (4.57 g, 17.22 mmol) in THF (60 mL) at −78° C. was slowly added a solution of n-PrMgCl (2M Et2O, 13.00 mL, 26 mmol). The mixture was stirred at this temperature for 15 min and then allowed to warm to 0° C. After 1 h the reaction was quenched with NH4Cl (aqueous saturated, 50 mL) and the product was extracted with EtOAc (3×100 mL). The combined organics were washed with NaCl (aqueous saturated, 100 mL) and dried over Na2SO4. The sol... The reactants are CCOP(=O)(OCC)C(C#N)CC(C)=CCc1c(OC)c(C)c2c(c1OCC[Si](C)(C)C)C(=O)OC2, C1CCOC1, CI. The product is CCOP(=O)(OCC)C(C)(C#N)CC(C)=CCc1c(OC)c(C)c2c(c1OCC[Si](C)(C)C)C(=O)OC2. As a reaction SMILES: [CH2:1]([CH3:2])[O:3][P:4]([O:5][CH2:6][CH3:7])(=[O:8])[CH:9]([CH2:10][C:11](=[CH:12][CH2:13][c:14]1[c:15]([O:27][CH2:28][CH2:29][Si:30]([CH3:31])([CH3:32])[CH3:33])[c:16]2[c:20]([c:21]([CH3:25])[c:22]1[O:23][CH3:24])[CH2:19][O:18][C:17]2=[O:26])[CH3:34])[C:35]#[N:36].[CH2:39]1[O:40][CH2:41][CH2:42][CH2:43]1.[I:37][CH3:38]>>[CH2:1]([CH3:2])[O:3][P:4]([O:5][CH2:6][CH3:7])(=[O:8])[C:9]([CH2:10][C:11](=[CH:12][CH2:13][c:14]1[c:15]([O:27][CH2:28][CH2:29][Si:30]([CH3:31])([CH3:32])[CH3:33])[c:16]2[c:20]([c:21]([CH3:25])[c:22]1[O:23][CH3:24])[CH2:19][O:18][C:17]2=[O:26])[CH3:34])([C:35]#[N:36])[CH3:38].